This data is from the Open Reaction Database (ORD), a public repository of structured organic reaction records. The task is: describe an organic reaction: reactants, conditions, products, and yield The reactants are [O-]O.C1(=CC=CC=C1)C(C)C (CHP), C1(=CC=CC=C1)C(C)C (cumene), [O-]O.C1(=CC=CC=C1)C(C)C (CHP), C1(=CC=CC=C1)O (phenol), S(O)(O)(=O)=O (sulfuric acid). The solvent is CC(=O)C (acetone). Conditions: temperature 167 fahrenheit, time 15 minute. The product is C1(=CC=CC=C1)C(C)C.C1(=CC=CC=C1)O (cumene phenol). Reaction SMILES: [O-]O.[C:3]1([CH:9]([CH3:11])[CH3:10])[CH:8]=[CH:7][CH:6]=[CH:5][CH:4]=1.[C:12]1([OH:18])[CH:17]=[CH:16][CH:15]=[CH:14][CH:13]=1.S(=O)(=O)(O)O.C1(C(C)C)C=CC=CC=1>CC(C)=O>[C:3]1([CH:9]([CH3:11])[CH3:10])[CH:8]=[CH:7][CH:6]=[CH:5][CH:4]=1.[C:12]1([OH:18])[CH:17]=[CH:16][CH:15]=[CH:14][CH:13]=1 |f:0.1,6.7|. Procedure: A cumene oxidation product mixture containing an 88.5 weight percent cumene hydroperoxide (CHP) in an amount of 26 m3/hr is introduced into a decomposer vessel containing heat exchange surfaces sufficient to maintain a desired temperature during the exothermic decomposition of CHP to produce phenol and acetone. The contents of the decomposer include CHP, an acid catalyst, phenol and acetone and are circulated in an external flowing loop and re-introduced into the decomposer. The external flowing... Reactants: C1(=CC=CC=C1)N1C(N(C(=C1C1=CC=CC=C1)C1=CC=CC=C1)CCCCCC(C)Br)=O (1,4,5-triphenyl-3-(6-bromoheptyl)-imidazol-2-one), P(OCC)(OCC)OCC (triethyl phosphite), C=1(C(=CC=CC1)C)C (xylene). Product: P(O)(O)=O.C(C)C(CCCCCN1C(N(C(=C1C1=CC=CC=C1)C1=CC=CC=C1)C1=CC=CC=C1)=O)CC (Diethyl-6-(3,4,5-triphenyl-2-oxo-2,3-dihydroimidazol-1-yl)hexane phosphonate). RXN SMILES: [C:1]1([N:7]2[C:11]([C:12]3[CH:17]=[CH:16][CH:15]=[CH:14][CH:13]=3)=[C:10]([C:18]3[CH:23]=[CH:22][CH:21]=[CH:20][CH:19]=3)[N:9]([CH2:24][CH2:25][CH2:26][CH2:27][CH2:28][CH:29](Br)[CH3:30])[C:8]2=[O:32])[CH:6]=[CH:5][CH:4]=[CH:3][CH:2]=1.[P:33]([O:40][CH2:41][CH3:42])([O:37]CC)[O:34]CC.[C:43]1(C)C(C)=CC=CC=1>>[PH:33](=[O:34])([OH:40])[OH:37].[CH2:30]([CH:29]([CH2:41][CH3:42])[CH2:28][CH2:27][CH2:26][CH2:25][CH2:24][N:9]1[C:10]([C:18]2[CH:23]=[CH:22][CH:21]=[CH:20][CH:19]=2)=[C:11]([C:12]2[CH:13]=[CH:14][CH:15]=[CH:16][CH:17]=2)[N:7]([C:1]2[CH:6]=[CH:5][CH:4]=[CH:3][CH:2]=2)[C:8]1=[O:32])[CH3:43] |f:3.4|. Procedure details: A solution of 1,4,5-triphenyl-3-(6-bromoheptyl)-imidazol-2-one (1.43 g) and triethyl phosphite (2.49 g) in xylene (8 ml) was heated at reflux temperature for 65 hours. The solution was evaporated to an oil and chromatographed on silica gel (ethyl acetate/ethanol). The resulting oil was taken up in diethyl ether, filtered and evaporated to the titled compound as a clear oil (1.15 g; 72%) Found: C, 69.67; H, 7.13; N, 5.43%; C31H37N2O4P; Requires: C, 69.91; H, 7.00; N, 5.26%. Starting materials: C[Si](C)(C)C#Cc1c(N)cc(C(F)(F)F)cc1Br, CO, [Na+], [OH-]. The product is C#Cc1c(N)cc(C(F)(F)F)cc1Br. Reaction SMILES: [Br:3][c:4]1[c:5]([C:15]#[C:16][Si:17]([CH3:18])([CH3:19])[CH3:20])[c:6]([NH2:7])[cH:8][c:9]([C:11]([F:12])([F:13])[F:14])[cH:10]1.[CH3:21][OH:22].[Na+:2].[OH-:1]>>[Br:3][c:4]1[c:5]([C:15]#[CH:16])[c:6]([NH2:7])[cH:8][c:9]([C:11]([F:12])([F:13])[F:14])[cH:10]1. The reactants are C1(=CC=C(C=C1)S(=O)[O-])C.[Na+] (sodium p-toluenesulfinate), [Na+].[I-] (NaI), ClC1=CC=C(C=C)C=C1 (4-chlorostyrene), (NH4)2Ce(NO3)6. The solvent is CC#N (MeCN). Reaction conditions: time 18 hour. The product is ClC1=CC=C(C=C1)C(CS(=O)(=O)C1=CC=C(C)C=C1)I (1-Chloro-4-(1-iodo-2-tosylethyl)benzene). The yield is 93.8%. Reaction SMILES: [C:1]1([CH3:10])[CH:6]=[CH:5][C:4]([S:7]([O-:9])=[O:8])=[CH:3][CH:2]=1.[Na+].[Na+].[I-:13].[Cl:14][C:15]1[CH:22]=[CH:21][C:18]([CH:19]=[CH2:20])=[CH:17][CH:16]=1>CC#N>[Cl:14][C:15]1[CH:22]=[CH:21][C:18]([CH:19]([I:13])[CH2:20][S:7]([C:4]2[CH:5]=[CH:6][C:1]([CH3:10])=[CH:2][CH:3]=2)(=[O:9])=[O:8])=[CH:17][CH:16]=1 |f:0.1,2.3|. Procedure: A flask was charged with sodium p-toluenesulfinate (19.28 g, 108 mmol) and NaI (16.22 g, 108 mmol) in dry MeCN (360 mL). The reaction mixture was bubbled through with argon for 15 min followed by addition of 4-chlorostyrene (9.09 mL, 72.2 mmol) and (NH4)2Ce(NO3)6 (79 g, 144 mmol). The reaction mixture was stirred for 18 h under argon atmosphere at room temperature. Then the solvent was evaporated under reduced pressure and the residue was partitioned between H2O (400 mL) and DCM (500 mL). The la... Reactants: CONC(=O)C1=C(C=CC(=C1)F)N, C1=C(C(=CN=C1Cl)C(F)(F)F)I. Reagents/catalysts: C(=O)([O-])[O-].[Cs+].[Cs+], CC1(C2=C(C(=CC=C2)P(C3=CC=CC=C3)C4=CC=CC=C4)OC5=C1C=CC=C5P(C6=CC=CC=C6)C7=CC=CC=C7)C, CC(=O)O.CC(=O)O.[Pd]. Solvent: C1COCCO1. Reaction conditions: temperature 90 celsius. Yields the product CONC(=O)C1=C(C=CC(=C1)F)NC2=CC(=NC=C2C(F)(F)F)Cl. Yield: 40.4%. Procedure: 2-chloro-4-iodo-5-(trifluoromethyl)pyridine (0.502 g, 1.63 mmol), 2-amino-5-fluoro-N-methoxybenzamide (0.344 g, 1.68 mmol), diacetoxypalladium (0.029 g, 0.13 mmol), (9,9-dimethyl-9H-xanthene-4,5-diyl)bis(diphenylphosphine) (0.151 g, 0.26 mmol) and cesium carbonate (0.638 g, 1.96 mmol) were weighed out in a microwave vial and sealed. dioxane (10.31 ml) was added and argon was let to bubble through the reaction mixture then it was stirred at 90 °C for 5 hours. The reaction mixture was allowed to c... Reactants: CCN=C=NCCCN(C)C, CN(C)c1ccncc1, ClCCl, Cl, O=C(O)c1cccc2c1OCC2, OCc1ccccc1. The product is COC(=O)c1cccc2c1OCC2. As a reaction SMILES: [CH3:22][N:23]([CH3:24])[CH2:25][CH2:26][CH2:27][N:28]=[C:29]=[N:30][CH2:31][CH3:32].[CH3:33][N:34]([c:35]1[cH:36][cH:37][n:38][cH:39][cH:40]1)[CH3:41].[Cl:42][CH2:43][Cl:44].[ClH:21].[O:1]1[CH2:2][CH2:3][c:4]2[c:5]1[c:6]([C:10](=[O:11])[OH:12])[cH:7][cH:8][cH:9]2.[OH:13][CH2:14][c:15]1[cH:16][cH:17][cH:18][cH:19][cH:20]1>>[O:1]1[CH2:2][CH2:3][c:4]2[c:5]1[c:6]([C:10](=[O:11])[O:12][CH3:14])[cH:7][cH:8][cH:9]2. The reactants are OC=1C=CC(=C(C=O)C1)[N+](=O)[O-] (5-hydroxy-2-nitrobenzaldehyde), C(C)(=O)OC(C)=O (acetic anhydride). The solvent is O (water). Yields the product C(C)(=O)OC=1C=CC(=C(CO)C1)[N+](=O)[O-] (5-acetoxy-2-nitrobenzyl alcohol). Reaction SMILES: [OH:1][C:2]1[CH:3]=[CH:4][C:5]([N+:10]([O-:12])=[O:11])=[C:6]([CH:9]=1)[CH:7]=[O:8].[C:13](OC(=O)C)(=[O:15])[CH3:14]>O>[C:13]([O:1][C:2]1[CH:3]=[CH:4][C:5]([N+:10]([O-:12])=[O:11])=[C:6]([CH:9]=1)[CH2:7][OH:8])(=[O:15])[CH3:14]. Procedure: A mixture of 5-hydroxy-2-nitrobenzaldehyde (4 g.) and acetic anhydride (10 ml.) was heated on a steam bath for 1 hour, then poured into water (100 ml.) and extracted with diethyl ether (3×50 ml.). The extracts were combined and dried, and the solvent was evaporated. The residue of 5-acetoxy-2-nitrobenzaldehyde was dissolved in absolute ethanol (100 ml.), and stirred and ice-cooled while sodium borohydride (1.5 g.) was added in portions. The reaction mixture was stirred at room temperature for 1 ...